This data is from the Open Reaction Database (ORD), a public repository of structured organic reaction records. The task is: describe an organic reaction: reactants, conditions, products, and yield The reactants are C([O-])([O-])=O.[K+].[K+] (Potassium carbonate), OC1=C(C(=O)O)C=C(C=C1)OC (2-hydroxy-5-(methyloxy)benzoic acid), BrCC1=CC=CC=C1 ((bromomethyl)benzene). The solvent is CC(=O)C (acetone). Product: COC=1C=CC(=C(C(=O)OCC2=CC=CC=C2)C1)OCC1=CC=CC=C1 (Phenylmethyl 5-(methyloxy)-2-[(phenylmethyl)oxy]benzoate). Reaction SMILES: C(=O)([O-])[O-].[K+].[K+].[OH:7][C:8]1[CH:16]=[CH:15][C:14]([O:17][CH3:18])=[CH:13][C:9]=1[C:10]([OH:12])=[O:11].Br[CH2:20][C:21]1[CH:26]=[CH:25][CH:24]=[CH:23][CH:22]=1>CC(C)=O>[CH3:18][O:17][C:14]1[CH:15]=[CH:16][C:8]([O:7][CH2:10][C:9]2[CH:13]=[CH:14][CH:15]=[CH:16][CH:8]=2)=[C:9]([CH:13]=1)[C:10]([O:12][CH2:20][C:21]1[CH:26]=[CH:25][CH:24]=[CH:23][CH:22]=1)=[O:11] |f:0.1.2|. Reported procedure: Potassium carbonate (690 mg, 5.00 mmol) was added to a stirred solution of 2-hydroxy-5-(methyloxy)benzoic acid (336 mg, 2.00 mmol) in acetone (20 ml) followed by the addition of ((bromomethyl)benzene (854 mg, 5.00 mmol). The mixture was refluxed for 12 h and then cooled to room temperature. The mixture was filtered and the filtrate was concentrated to a yellow solid. Flash chromatography over silica gel eluting with 1:10 ethyl acetate:petroleum ether yielded the title compound as a pure, white p... The reactants are [Br-], Cc1cn(-c2ccc(C=O)cc2F)cn1, CC1(C)CN(C2CCOc3ccccc32)C(=O)C(O)O1, c1ccc([PH+](c2ccccc2)c2ccccc2)cc1. Yields the product Cc1cn(-c2ccc(C=C3OC(C)(C)CN(C4CCOc5ccccc54)C3=O)cc2F)cn1. Reaction SMILES: [Br-:21].[F:41][c:42]1[cH:43][c:44]([CH:45]=[O:46])[cH:47][cH:48][c:49]1-[n:50]1[cH:51][n:52][c:53]([CH3:55])[cH:54]1.[O:1]1[CH2:2][CH2:3][CH:4]([N:11]2[C:12](=[O:20])[CH:13]([OH:19])[O:14][C:15]([CH3:17])([CH3:18])[CH2:16]2)[c:5]2[cH:6][cH:7][cH:8][cH:9][c:10]21.[c:22]1([PH+:23]([c:24]2[cH:25][cH:26][cH:27][cH:28][cH:29]2)[c:30]2[cH:31][cH:32][cH:33][cH:34][cH:35]2)[cH:36][cH:37][cH:38][cH:39][cH:40]1>>[O:1]1[CH2:2][CH2:3][CH:4]([N:11]2[C:12](=[O:20])[C:13](=[CH:45][c:44]3[cH:43][c:42]([F:41])[c:49](-[n:50]4[cH:51][n:52][c:53]([CH3:55])[cH:54]4)[cH:48][cH:47]3)[O:14][C:15]([CH3:17])([CH3:18])[CH2:16]2)[c:5]2[cH:6][cH:7][cH:8][cH:9][c:10]21. Starting materials: ClCC=1SC2=C(N1)C=C(C(=C2)F)F (2-chloromethyl-5,6-difluorobenzothiazole), [H-].[Na+] (sodium hydride), oil, O[C@H]1[C@H](CC2=CC=C(C=C12)O)CC=1C=C(C=CC1)NS(=O)(=O)C(F)(F)F (cis-(±)-N-[3-(1,6-Dihydroxyindan-2-ylmethyl)-phenyl]-C,C,C-trifluoromethanesulfonamide), O (H2O). The solvent is CN(C)C=O (DMF), CN(C)C=O (DMF). Reaction conditions: time 20 minute. Yields the product FC=1C(=CC2=C(N=C(S2)COC2=CC=C3CC(C(C3=C2)O)CC=2C=C(C=CC2)NS(=O)(=O)C(F)(F)F)C1)F (N-{3-[6-(5,6-Difluorobenzothiazol-2-ylmethoxy)-1-hydroxyindan-2-ylmethyl]phenyl}-C,C,C-trifluoromethane sulfonamide). Isolated yield 127.4%. RXN SMILES: [H-].[Na+].[OH:3][C@@H:4]1[C:12]2[C:7](=[CH:8][CH:9]=[C:10]([OH:13])[CH:11]=2)[CH2:6][C@@H:5]1[CH2:14][C:15]1[CH:16]=[C:17]([NH:21][S:22]([C:25]([F:28])([F:27])[F:26])(=[O:24])=[O:23])[CH:18]=[CH:19][CH:20]=1.Cl[CH2:30][C:31]1[S:32][C:33]2[CH:39]=[C:38]([F:40])[C:37]([F:41])=[CH:36][C:34]=2[N:35]=1.O>CN(C=O)C>[F:41][C:37]1[C:38]([F:40])=[CH:39][C:33]2[S:32][C:31]([CH2:30][O:13][C:10]3[CH:11]=[C:12]4[C:7]([CH2:6][CH:5]([CH2:14][C:15]5[CH:16]=[C:17]([NH:21][S:22]([C:25]([F:28])([F:26])[F:27])(=[O:24])=[O:23])[CH:18]=[CH:19][CH:20]=5)[CH:4]4[OH:3])=[CH:8][CH:9]=3)=[N:35][C:34]=2[CH:36]=1 |f:0.1|. Procedure details: 382 mg (9.54 mmol) of sodium hydride, 60% oil dispersion, were added in one portion to a room temperature solution of 1.76 g (4.54 mmol) of the product of Example 56 in 30 mL of anhydrous DMF. After 20 minutes, a room temperature solution of 1.40 g (6.36 mmol) of 2-chloromethyl-5,6-difluorobenzothiazole in 10 mL of anhydrous DMF was added over 15-20 minutes. After stirring 18 hours at room temperature, the reaction mixture was poured into 500 mL H2O, acidified to pH 1, and extracted two times wi... Starting materials: CC(C)(C)OC(=O)NCC1CCCN1C(=O)c1ccc(C(=O)NC(Cc2ccccn2)c2nc3cc(Cl)ccc3[nH]2)cc1Cl, CO, ClCCl, Cl, N, O=C(O)C(F)(F)F. The product is NCC1CCCN1C(=O)c1ccc(C(=O)NC(Cc2ccccn2)c2nc3cc(Cl)ccc3[nH]2)cc1Cl. Reaction SMILES: [C:1]([O:2][C:3](=[O:4])[NH:8][CH2:9][CH:10]1[N:11]([C:15](=[O:16])[c:17]2[c:18]([Cl:44])[cH:19][c:20]([C:21](=[O:22])[NH:23][CH:24]([CH2:25][c:26]3[n:27][cH:28][cH:29][cH:30][cH:31]3)[c:32]3[n:33][c:34]4[c:35]([nH:36]3)[cH:37][cH:38][c:39]([Cl:41])[cH:40]4)[cH:42][cH:43]2)[CH2:12][CH2:13][CH2:14]1)([CH3:5])([CH3:6])[CH3:7].[CH3:53][OH:54].[Cl:55][CH2:56][Cl:57].[Cl:58].[NH3:52].[OH:45][C:46]([C:47]([F:48])([F:49])[F:50])=[O:51]>>[NH2:8][CH2:9][CH:10]1[N:11]([C:15](=[O:16])[c:17]2[c:18]([Cl:44])[cH:19][c:20]([C:21](=[O:22])[NH:23][CH:24]([CH2:25][c:26]3[n:27][cH:28][cH:29][cH:30][cH:31]3)[c:32]3[n:33][c:34]4[c:35]([nH:36]3)[cH:37][cH:38][c:39]([Cl:41])[cH:40]4)[cH:42][cH:43]2)[CH2:12][CH2:13][CH2:14]1.